From a dataset of the Open Reaction Database (ORD), a public repository of structured organic reaction records. describe an organic reaction: reactants, conditions, products, and yield The reactants are C(C1=CC=CC=C1)OC1=C(C=C(C#N)C=C1)OC1=NC(=C(C(=C1F)N(C1(CCCC1)C(=O)OCC)C)F)F (4-benzyloxy-3-[(4-(N-methyl-N-(1-ethoxycarbonylcyclopent-1-yl)amino)-3,5,6-trifluoropyridin-2-yl)oxy]benzonitrile), CN1C(=NCC1)C=1C=C(C=CC1)O (3-(1-methylimidazolin-2-yl)phenol), C([O-])([O-])=O.[Cs+].[Cs+] (cesium carbonate), resultant mixture, O (water). Run in CS(=O)C (DMSO), C(C)(=O)OCC (ethyl acetate). Conditions: time 4 day. Product: C(C1=CC=CC=C1)OC1=C(C=C(C#N)C=C1)OC1=NC(=C(C(=C1F)N(C1(CCCC1)C(=O)OCC)C)F)OC1=CC(=CC=C1)C=1N(CCN1)C (4-benzyloxy-3-[(4-(N-methyl-N-(1-ethoxycarbonylcyclopent-1-yl)amino)-6-(3-(1-methylimidazolin-2-yl)phenoxy)-3,5-difluoropyrid in-2-yl)oxy]benzonitrile). As a reaction SMILES: [CH2:1]([O:8][C:9]1[CH:16]=[CH:15][C:12]([C:13]#[N:14])=[CH:11][C:10]=1[O:17][C:18]1[C:23]([F:24])=[C:22]([N:25]([CH3:36])[C:26]2([C:31]([O:33][CH2:34][CH3:35])=[O:32])[CH2:30][CH2:29][CH2:28][CH2:27]2)[C:21]([F:37])=[C:20](F)[N:19]=1)[C:2]1[CH:7]=[CH:6][CH:5]=[CH:4][CH:3]=1.[CH3:39][N:40]1[CH2:44][CH2:43][N:42]=[C:41]1[C:45]1[CH:46]=[C:47]([OH:51])[CH:48]=[CH:49][CH:50]=1.C(=O)([O-])[O-].[Cs+].[Cs+].O>CS(C)=O.C(OCC)(=O)C>[CH2:1]([O:8][C:9]1[CH:16]=[CH:15][C:12]([C:13]#[N:14])=[CH:11][C:10]=1[O:17][C:18]1[C:23]([F:24])=[C:22]([N:25]([CH3:36])[C:26]2([C:31]([O:33][CH2:34][CH3:35])=[O:32])[CH2:30][CH2:29][CH2:28][CH2:27]2)[C:21]([F:37])=[C:20]([O:51][C:47]2[CH:48]=[CH:49][CH:50]=[C:45]([C:41]3[N:40]([CH3:39])[CH2:44][CH2:43][N:42]=3)[CH:46]=2)[N:19]=1)[C:2]1[CH:7]=[CH:6][CH:5]=[CH:4][CH:3]=1 |f:2.3.4|. Procedure: To a solution of 4-benzyloxy-3-[(4-(N-methyl-N-(1-ethoxycarbonylcyclopent-1-yl)amino)-3,5,6-trifluoropyridin-2-yl)oxy]benzonitrile (0.87 g, 1.7 mmol) in DMSO (17 mL) was added 3-(1-methylimidazolin-2-yl)phenol (0.32 g, 1.8 mmol) and cesium carbonate (0.7 g, 2.1 mmol). The resultant mixture was stirred at 35° C. After 4 days, the mixture was cooled to ambient temperature and poured into 100 mL of water and 100 mL of ethyl acetate. The aqueous layer was separated and extracted with another 100 mL ... Reactants: OC1(c2ccncc2)CCC2(CCN(Cc3ccccc3)C2)CC1, [Na+], O=C([O-])O, O=S(Cl)Cl, c1ccncc1. Yields the product C1=C(c2ccncc2)CCC2(C1)CCN(Cc1ccccc1)C2. RXN SMILES: [CH2:1]([c:2]1[cH:3][cH:4][cH:5][cH:6][cH:7]1)[N:8]1[CH2:9][C:10]2([CH2:11][CH2:12]1)[CH2:13][CH2:14][C:15]([OH:18])([c:19]1[cH:20][cH:21][n:22][cH:23][cH:24]1)[CH2:16][CH2:17]2.[Na+:33].[O-:29][C:30]([OH:31])=[O:32].[S:25]([Cl:26])([Cl:27])=[O:28].[cH:34]1[cH:35][cH:36][n:37][cH:38][cH:39]1>>[CH2:1]([c:2]1[cH:3][cH:4][cH:5][cH:6][cH:7]1)[N:8]1[CH2:9][C:10]2([CH2:11][CH2:12]1)[CH2:13][CH:14]=[C:15]([c:19]1[cH:20][cH:21][n:22][cH:23][cH:24]1)[CH2:16][CH2:17]2. Reactants: ClCC=1C=C(C=CC1)C1=CC(=CC2=C1N(C=N2)C2=CC=CC=C2)C(F)(F)F (7-(3-(chloromethyl)phenyl)-1-phenyl-5-trifluoromethylbenzimidazole), CNC (dimethyl amine). Solvent: CN1CCCC1=O (NMP). Product: CN(C)CC=1C=C(C=CC1)C1=CC(=CC2=C1N(C=N2)C2=CC=CC=C2)C(F)(F)F (7-(3-((Dimethylamino)methyl)Phenyl)-1-phenyl-5-trifluoromethylbenzimidazole). As a reaction SMILES: Cl[CH2:2][C:3]1[CH:4]=[C:5]([C:9]2[C:14]3[N:15]([C:18]4[CH:23]=[CH:22][CH:21]=[CH:20][CH:19]=4)[CH:16]=[N:17][C:13]=3[CH:12]=[C:11]([C:24]([F:27])([F:26])[F:25])[CH:10]=2)[CH:6]=[CH:7][CH:8]=1.[CH3:28][NH:29][CH3:30]>CN1C(=O)CCC1>[CH3:28][N:29]([CH2:2][C:3]1[CH:4]=[C:5]([C:9]2[C:14]3[N:15]([C:18]4[CH:23]=[CH:22][CH:21]=[CH:20][CH:19]=4)[CH:16]=[N:17][C:13]=3[CH:12]=[C:11]([C:24]([F:27])([F:26])[F:25])[CH:10]=2)[CH:6]=[CH:7][CH:8]=1)[CH3:30]. Procedure details: This was prepared analogeously to the above product from 7-(3-(chloromethyl)phenyl)-1-phenyl-5-trifluoromethylbenzimidazole (0.97 g, 2.5 mmol) and dimethyl amine (2 ml) in NMP (5 ml) to yield 0.54 g (55%), m/z, 396.2 (M+H)+. Reactants: C1(=C(C=CC=C1)NC(=O)OC1CCN(CC1)CCN(C(CCCCCNC=1C=C(C(=O)OC(C)(C)C)C=CC1)=O)C)C1=CC=CC=C1 (tert-Butyl 3-({6-[(2-{4-[(biphenyl-2-ylcarbamoyl)oxy]piperidin-1-yl}ethyl)(methyl)amino]-6-oxohexyl}amino)benzoate), C(O)([O-])=O.[Na+] (sodium hydrogencarbonate), C=O (formaldehyde), C(C)(=O)O[BH-](OC(C)=O)OC(C)=O.[Na+] (sodium triacetoxyborohydride). The solvent is C(C)O (ethanol), C1(=CC=CC=C1)C (toluene), C(C)(=O)OCC (ethyl acetate). Run at time 16 hour. The product is C1(=C(C=CC=C1)NC(=O)OC1CCN(CC1)CCN(C(CCCCCN(C=1C=C(C(=O)OC(C)(C)C)C=CC1)C)=O)C)C1=CC=CC=C1 (tert-Butyl 3-[{6-[(2-{4-[(biphenyl-2-ylcarbamoyl)oxy]piperidin-1-yl}ethyl)(methyl)amino]-6-oxohexyl}(methyl)amino]benzoate). The yield is 87.6%. Reaction SMILES: [C:1]1([C:42]2[CH:47]=[CH:46][CH:45]=[CH:44][CH:43]=2)[CH:6]=[CH:5][CH:4]=[CH:3][C:2]=1[NH:7][C:8]([O:10][CH:11]1[CH2:16][CH2:15][N:14]([CH2:17][CH2:18][N:19]([CH3:41])[C:20](=[O:40])[CH2:21][CH2:22][CH2:23][CH2:24][CH2:25][NH:26][C:27]2[CH:28]=[C:29]([CH:37]=[CH:38][CH:39]=2)[C:30]([O:32][C:33]([CH3:36])([CH3:35])[CH3:34])=[O:31])[CH2:13][CH2:12]1)=[O:9].C=O.[C:50](O[BH-](OC(=O)C)OC(=O)C)(=O)C.[Na+].C(=O)([O-])O.[Na+]>C(O)C.C(OCC)(=O)C.C1(C)C=CC=CC=1>[C:1]1([C:42]2[CH:47]=[CH:46][CH:45]=[CH:44][CH:43]=2)[CH:6]=[CH:5][CH:4]=[CH:3][C:2]=1[NH:7][C:8]([O:10][CH:11]1[CH2:16][CH2:15][N:14]([CH2:17][CH2:18][N:19]([CH3:41])[C:20](=[O:40])[CH2:21][CH2:22][CH2:23][CH2:24][CH2:25][N:26]([CH3:50])[C:27]2[CH:28]=[C:29]([CH:37]=[CH:38][CH:39]=2)[C:30]([O:32][C:33]([CH3:34])([CH3:35])[CH3:36])=[O:31])[CH2:13][CH2:12]1)=[O:9] |f:2.3,4.5|. Procedure: Moisture was removed from a mixture of the compound (120 mg, 0.205 mmol) obtained in Example 43a and a 35% aqueous formaldehyde solution (85 μL, 1.02 mmol) azeotropically with toluene 3 times. The resulting mixture was dissolved in ethanol (6 mL), sodium triacetoxyborohydride (65 mg, 0.307 mmol) was added under ice cooling, and the mixture was stirred at room temperature under a nitrogen atmosphere for 16 hours. After the reaction was completed, a saturated aqueous sodium hydrogencarbonate solut... The reactants are N1=CC(=CC=C1)OCCO (2-(3-pyridinyloxy)ethanol), OC=1C=NC=CC1 (3-hydroxypyridine), ClCCO (2-chloroethanol), C([O-])([O-])=O.[K+].[K+] (potassium carbonate), C1(=CC=CC=C1)OS(N)(=O)=O (sulfamic acid phenyl ester). Run in C(C)(C)O.C(C)(C)OC(C)C (isopropyl alcohol isopropyl ether), O1CCOCC1 (dioxane). Conditions: time 18 hour. The product is Cl.N1=CC(=CC=C1)OCCOS(N)(=O)=O (Sulfamic acid 2-(3-pyridinyloxy)ethyl ester hydrochloride). As a reaction SMILES: [N:1]1[CH:6]=[CH:5][CH:4]=[C:3]([O:7][CH2:8][CH2:9][OH:10])[CH:2]=1.OC1C=NC=CC=1.[Cl:18]CCO.C(=O)([O-])[O-].[K+].[K+].C1([O:34][S:35](=O)(=[O:37])[NH2:36])C=CC=CC=1>O1CCOCC1.C(O)(C)C.C(OC(C)C)(C)C>[ClH:18].[N:1]1[CH:6]=[CH:5][CH:4]=[C:3]([O:7][CH2:8][CH2:9][O:10][S:35](=[O:37])(=[O:34])[NH2:36])[CH:2]=1 |f:3.4.5,8.9,10.11|. Reported procedure: A mixture of 4.9 g (0.035 mole) of 2-(3-pyridinyloxy)ethanol[prepared as an oil by procedure of Preparation 21 from 14 g (0.15 mole) of 3-hydroxypyridine, 27 ml (0.40 mole) of 2-chloroethanol and 85 g of potassium carbonate] and 8 g (0.046 mole) of sulfamic acid phenyl ester in 100 ml of dioxane was heated at reflux temperatue for 20 min and the solvent then evaporated. The residue was triturated with 250 ml of acetone, filtered, and the filtrate acidified with a solution of anhydrous hydrogen c... Reactants: [Br-].C(=O)(O)CCCCC[P+](C1=CC=CC=C1)(C1=CC=CC=C1)C1=CC=CC=C1 ((5-carboxypentyl)triphenylphosphonium bromide), potassium t-butylate, BrCCCCCCCCCC=O (10-bromodecanal). The solvent is O1CCCC1 (tetrahydrofuran), O1CCCC1 (tetrahydrofuran). The product is BrCCCCCCCCC\C=C/CCCCC(=O)O (6Z-16-bromohexadec-6-enoic acid). The yield is 64.6%. As a reaction SMILES: [Br-].[C:2]([CH2:5][CH2:6][CH2:7][CH2:8][CH2:9][P+](C1C=CC=CC=1)(C1C=CC=CC=1)C1C=CC=CC=1)([OH:4])=[O:3].[Br:29][CH2:30][CH2:31][CH2:32][CH2:33][CH2:34][CH2:35][CH2:36][CH2:37][CH2:38][CH:39]=O>O1CCCC1>[Br:29][CH2:30][CH2:31][CH2:32][CH2:33][CH2:34][CH2:35][CH2:36][CH2:37][CH2:38]/[CH:39]=[CH:9]\[CH2:8][CH2:7][CH2:6][CH2:5][C:2]([OH:4])=[O:3] |f:0.1|. Reported procedure: 60 g (0.13 mol) of (5-carboxypentyl)triphenylphosphonium bromide were suspended in 250 ml of tetrahydrofuran. 30 g (0.26 mol) of potassium t-butylate in 20 ml of tetrahydrofuran were then added. Subsequently, 26 g (0/11 mol) of 10-bromodecanal were added. After usual work up 28 g (65%) of crude 6Z-16-bromohexadec-6-enoic acid were obtained having the following characteristics: Z/E=93/7; The reactants are CC(C)([O-])C.[Na+] (sodium t-butoxide), [C@@H]12CN(C[C@H]2NC1)C(=O)OCC1=CC=CC=C1 ((1S,5S)-benzyl 3,6-diazabicyclo[3.2.0]heptane-3-carboxylate), C(C)(C)(C)P(C(C)(C)C)C(C)(C)C (tri-t-butylphosphine), IC=1C=CC=C2C=C(C=NC12)S(=O)(=O)C1=CC=CC=C1 (8-iodo-3-(phenylsulfonyl)quinoline). Reagents/catalysts: C(C)(=O)[O-].[Pd+2].C(C)(=O)[O-] (palladium (II) acetate). The solvent is C1(=CC=CC=C1)C (toluene). Conditions: temperature 60 celsius. Yields the product C1(=CC=CC=C1)S(=O)(=O)C=1C=NC2=C(C=CC=C2C1)N1C2CN(CC2C1)C(=O)OCC1=CC=CC=C1 (Benzyl 6-(3-(phenylsulfonyl)quinolin-8-yl)-3,6-diazabicyclo[3.2.0]heptane-3-carboxylate). RXN SMILES: CC(C)([O-])C.[Na+].[C@@H:7]12[CH2:13][NH:12][C@@H:11]1[CH2:10][N:9]([C:14]([O:16][CH2:17][C:18]1[CH:23]=[CH:22][CH:21]=[CH:20][CH:19]=1)=[O:15])[CH2:8]2.C(P(C(C)(C)C)C(C)(C)C)(C)(C)C.I[C:38]1[CH:39]=[CH:40][CH:41]=[C:42]2[C:47]=1[N:46]=[CH:45][C:44]([S:48]([C:51]1[CH:56]=[CH:55][CH:54]=[CH:53][CH:52]=1)(=[O:50])=[O:49])=[CH:43]2>C1(C)C=CC=CC=1.C([O-])(=O)C.[Pd+2].C([O-])(=O)C>[C:51]1([S:48]([C:44]2[CH:45]=[N:46][C:47]3[C:42]([CH:43]=2)=[CH:41][CH:40]=[CH:39][C:38]=3[N:12]2[CH2:13][CH:7]3[CH:11]2[CH2:10][N:9]([C:14]([O:16][CH2:17][C:18]2[CH:23]=[CH:22][CH:21]=[CH:20][CH:19]=2)=[O:15])[CH2:8]3)(=[O:50])=[O:49])[CH:56]=[CH:55][CH:54]=[CH:53][CH:52]=1 |f:0.1,6.7.8|. Procedure details: A solution of sodium t-butoxide (49 mg, 0.51 mmol) and (1S,5S)-benzyl 3,6-diazabicyclo[3.2.0]heptane-3-carboxylate (98 mg, 0.24 mmol) in toluene (3 mL) was stirred under nitrogen. To this was added tri-t-butylphosphine (25 mg, 0.05 mmol), palladium (II) acetate (6.9 mg, 0.03 mmol) and 8-iodo-3-(phenylsulfonyl)quinoline (80 mg, 0.202 mmol). The mixture was then heated at 60° C. for 2 h before partitioning between CH2Cl2 and water. The mixture was filtered through Celite and the organic phase was ... Reactants: C(C1=CC=CC=C1)N1CC(CC1)(F)C1=CC(=CC(=C1)F)F (1-benzyl-3-(3,5-difluorophenyl)-3-fluoropyrrolidine), C(=O)[O-].[NH4+] (ammonium formiate). The solvent is CO (methanol). Yields the product FC=1C=C(C=C(C1)F)C1(CNCC1)F (3-(3,5-DIFLUOROPHENYL)-3-FLUOROPYRROLIDINE). Yield: 31.6%. Reaction SMILES: C([N:8]1[CH2:12][CH2:11][C:10]([C:14]2[CH:19]=[C:18]([F:20])[CH:17]=[C:16]([F:21])[CH:15]=2)([F:13])[CH2:9]1)C1C=CC=CC=1.C([O-])=O.[NH4+]>CO>[F:21][C:16]1[CH:15]=[C:14]([C:10]2([F:13])[CH2:11][CH2:12][NH:8][CH2:9]2)[CH:19]=[C:18]([F:20])[CH:17]=1 |f:1.2|. Procedure details: A mixture of 1-benzyl-3-(3,5-difluorophenyl)-3-fluoropyrrolidine (0.65 g, 2.2 mmol) and ammonium formiate (1.4 g, 22 mmol) in methanol (50 mL) was purged with nitrogen and palladium on carbon (65 mg) was added. The mixture was refluxed for 8 h and palladium on carbon (30 mg) was added at 4 h, 6 h and 7 h respectively. The mixture was cooled to ambient temperature and filtered through a pad of celite. The filtrate was evaporated, aqueous sodium carbonate (10%, 50 mL) was added and the aqueous pha...